Dataset: the Open Reaction Database (ORD), a public repository of structured organic reaction records. Task: describe an organic reaction: reactants, conditions, products, and yield Starting materials: O=C(Cc1cccc(OCc2ccccc2)c1)OCc1ccccc1, C1CCOC1, CO, [Na+], [OH-]. The product is O=C(O)Cc1cccc(OCc2ccccc2)c1. Reaction SMILES: [CH2:1]([c:2]1[cH:3][cH:4][cH:5][cH:6][cH:7]1)[O:8][c:9]1[cH:10][c:11]([CH2:15][C:16](=[O:17])[O:18][CH2:19][c:20]2[cH:21][cH:22][cH:23][cH:24][cH:25]2)[cH:12][cH:13][cH:14]1.[CH2:30]1[O:31][CH2:32][CH2:33][CH2:34]1.[CH3:28][OH:29].[Na+:27].[OH-:26]>>[CH2:1]([c:2]1[cH:3][cH:4][cH:5][cH:6][cH:7]1)[O:8][c:9]1[cH:10][c:11]([CH2:15][C:16](=[O:17])[OH:18])[cH:12][cH:13][cH:14]1. Starting materials: C1(=CC=CC=C1)CCCC1CCN(CC1)C[C@H]1CN(C[C@@H]1C1=CC=CC=C1)C1C(CCCC1)CP(OCC1=CC=CC=C1)(OCC1=CC=CC=C1)=O (2-(R/S)-(3-(S)-((4-(3-phenylpropyl)piperidin-1-yl)methyl)-4-(S)-phenylpyrrolidin-1-yl)-cyclohexylmethylphosphonic acid, dibenzyl ester), [H][H] (hydrogen), benzyl ester. Reagents/catalysts: [Pd] (palladium on carbon). Solvent: CO (MeOH). Yields the product C1(=CC=CC=C1)CCCC1CCN(CC1)C[C@H]1CN(C[C@@H]1C1=CC=CC=C1)C1C(CCCC1)CP(O)(O)=O (2-(R/S)-(3-(S)-((4-(3-Phenylpropyl)piperidin-1-yl)methyl)-4-(S)-phenylpyrrolidin-1-yl)-cyclohexylmethylphosphonic acid). Isolated yield 72.5%. RXN SMILES: [C:1]1([CH2:7][CH2:8][CH2:9][CH:10]2[CH2:15][CH2:14][N:13]([CH2:16][C@@H:17]3[C@@H:21]([C:22]4[CH:27]=[CH:26][CH:25]=[CH:24][CH:23]=4)[CH2:20][N:19]([CH:28]4[CH2:33][CH2:32][CH2:31][CH2:30][CH:29]4[CH2:34][P:35](=[O:52])([O:44]CC4C=CC=CC=4)[O:36]CC4C=CC=CC=4)[CH2:18]3)[CH2:12][CH2:11]2)[CH:6]=[CH:5][CH:4]=[CH:3][CH:2]=1.[H][H]>CO.[Pd]>[C:1]1([CH2:7][CH2:8][CH2:9][CH:10]2[CH2:11][CH2:12][N:13]([CH2:16][C@@H:17]3[C@@H:21]([C:22]4[CH:23]=[CH:24][CH:25]=[CH:26][CH:27]=4)[CH2:20][N:19]([CH:28]4[CH2:33][CH2:32][CH2:31][CH2:30][CH:29]4[CH2:34][P:35](=[O:36])([OH:52])[OH:44])[CH2:18]3)[CH2:14][CH2:15]2)[CH:6]=[CH:5][CH:4]=[CH:3][CH:2]=1. Reported procedure: A solution of 39 mg (0.054 mmol) 2-(R/S)-(3-(S)-((4-(3-phenylpropyl)piperidin-1-yl)methyl)-4-(S)-phenylpyrrolidin-1-yl)-cyclohexylmethylphosphonic acid, dibenzyl ester (from EXAMPLE 93, Step D) in 2.3 mL of MeOH was hydrogenated using 17 mg of 10% palladium on carbon under 47 psi of hydrogen gas on a Parr shaker. After TLC indicated the absence of the starting benzyl ester, the reaction was filtered through a 0.45 micron nylon membrane polypropylene filter and concentrated to give 21.1 mg (73%) ...